From a dataset of the Open Reaction Database (ORD), a public repository of structured organic reaction records. describe an organic reaction: reactants, conditions, products, and yield Reactants: COC=1C=CC=2C[C@@H]3[C@@]4([C@@H](CC(C[C@@]4(C2C1O)CCN3C)=O)C)OC (3,14-Dimethoxy-8α,17-dimethyl-4-hydroxymorphinan-6-one), BrC1=CC=CC=C1 (bromobenzene), C(=O)([O-])[O-].[K+].[K+] (K2CO3). Solvent: N1=CC=CC=C1 (pyridine). Product: COC=1C=CC=2C[C@@H]3[C@@]4([C@@H](CC(C[C@@]4(C2C1OC1=CC=CC=C1)CCN3C)=O)C)OC (3,14-Dimethoxy-8α,17-dimethyl-4-phenoxymorphinan-6-one). RXN SMILES: [CH3:1][O:2][C:3]1[CH:4]=[CH:5][C:6]2[CH2:7][C@H:8]3[N:20]([CH3:21])[CH2:19][CH2:18][C@@:14]4([C:15]=2[C:16]=1[OH:17])[C@@:9]3([O:24][CH3:25])[C@H:10]([CH3:23])[CH2:11][C:12](=[O:22])[CH2:13]4.Br[C:27]1[CH:32]=[CH:31][CH:30]=[CH:29][CH:28]=1.C([O-])([O-])=O.[K+].[K+]>N1C=CC=CC=1>[CH3:1][O:2][C:3]1[CH:4]=[CH:5][C:6]2[CH2:7][C@H:8]3[N:20]([CH3:21])[CH2:19][CH2:18][C@@:14]4([C:15]=2[C:16]=1[O:17][C:27]1[CH:32]=[CH:31][CH:30]=[CH:29][CH:28]=1)[C@@:9]3([O:24][CH3:25])[C@H:10]([CH3:23])[CH2:11][C:12](=[O:22])[CH2:13]4 |f:2.3.4|. Procedure details: To a solution of 3,14-dimethoxy-[α,17-dimethyl-4-hydroxymorphinan-6-one (21) (0.4 g, 1.159 mmol) in dry pyridine (1 ml) was added bromobenzene (0.205 g, 1.35 mmol) and 0.216 g (1.565 mmol) of K2CO3 (freshly dried at 110° C. for 2 hours in a vacuum oven and quickly ground and sieved to 200 mesh). More pyridine (0.5 ml) followed by copper powder (20 mg, 10 micron) was added and the mixture was refluxed (oil bath temperature 130°-140°) for 24 hours under a nitrogen atmosphere with stirring. The mix... Starting materials: CN1CCN(Cc2cn3c(O)nc(-c4ccc(Cl)cc4Cl)cc3n2)CC1, O=P(Cl)(Cl)Cl. The product is CN1CCN(Cc2cn3c(Cl)nc(-c4ccc(Cl)cc4Cl)cc3n2)CC1. RXN SMILES: [Cl:1][c:2]1[c:3](-[c:9]2[cH:10][c:11]3[n:12]([c:13]([OH:15])[n:14]2)[cH:16][c:17]([CH2:19][N:20]2[CH2:21][CH2:22][N:23]([CH3:26])[CH2:24][CH2:25]2)[n:18]3)[cH:4][cH:5][c:6]([Cl:8])[cH:7]1.[P:27]([Cl:28])([Cl:29])([Cl:30])=[O:31]>>[Cl:1][c:2]1[c:3](-[c:9]2[cH:10][c:11]3[n:12]([c:13]([Cl:29])[n:14]2)[cH:16][c:17]([CH2:19][N:20]2[CH2:21][CH2:22][N:23]([CH3:26])[CH2:24][CH2:25]2)[n:18]3)[cH:4][cH:5][c:6]([Cl:8])[cH:7]1. Starting materials: CC(C)(C=O)C1=CCN(Cc2ccccc2)CC1, C[Si](C)(C)[N-][Si](C)(C)C, COC[P+](c1ccccc1)(c1ccccc1)c1ccccc1, [Cl-], Cl, [Li+], C1CCOC1, O. Product: CC(C)(CC=O)C1=CCN(Cc2ccccc2)CC1. Reaction SMILES: [CH2:34]([c:35]1[cH:36][cH:37][cH:38][cH:39][cH:40]1)[N:41]1[CH2:42][CH2:43][C:44]([C:47]([CH:48]=[O:49])([CH3:50])[CH3:51])=[CH:45][CH2:46]1.[CH3:25][Si:26]([N-:27][Si:28]([CH3:29])([CH3:30])[CH3:31])([CH3:32])[CH3:33].[CH3:2][O:3][CH2:4][P+:5]([c:6]1[cH:7][cH:8][cH:9][cH:10][cH:11]1)([c:12]1[cH:13][cH:14][cH:15][cH:16][cH:17]1)[c:18]1[cH:19][cH:20][cH:21][cH:22][cH:23]1.[Cl-:1].[ClH:52].[Li+:24].[O:53]1[CH2:54][CH2:55][CH2:56][CH2:57]1.[OH2:58]>>[CH:2](=[O:3])[CH2:48][C:47]([C:44]1=[CH:45][CH2:46][N:41]([CH2:34][c:35]2[cH:36][cH:37][cH:38][cH:39][cH:40]2)[CH2:42][CH2:43]1)([CH3:50])[CH3:51]. Starting materials: Brc1nc(cs1)C(=O)Nc2ccccc2N3CCNCC3, CC1(C)OB(OC1(C)C)c2cnn(Cc3ccccc3)c2. Reagents/catalysts: CCN=P(N=P(N(C)C)(N(C)C)N(C)C)(N(C)C)N(C)C (P2-Et), CN(C)c1ccc([PH](C(C)(C)C)(C(C)(C)C)[Pd]2(OS(C)(=O)=O)Nc3ccccc3-c3ccccc32)cc1 (Aphos G3). Solvent: CS(C)=O (DMSO), O (water), CS(C)=O (DMSO), CS(C)=O (DMSO), CS(C)=O (DMSO). Conditions: time 22 hour. The product is O=C(Nc1ccccc1N2CCNCC2)c3csc(n3)c4cnn(Cc5ccccc5)c4, Brc1nc(cs1)C(=O)Nc2ccccc2N3CCNCC3, c1ccc(-c2ccccc2)cc1. Reactants: CN1CCCC1=O, ClCCN1CCCC1, Cl, CC(C)(C)OC(=O)N1CCC(c2nc(I)c(I)[nH]2)CC1, [K+], [OH-], O, O=P(O)(O)O. Product: CC(C)(C)OC(=O)N1CCC(c2nc(I)c(I)n2CCN2CCCC2)CC1. RXN SMILES: [CH3:37][N:38]1[CH2:39][CH2:40][CH2:41][C:42]1=[O:43].[Cl:24][CH2:25][CH2:26][N:27]1[CH2:28][CH2:29][CH2:30][CH2:31]1.[ClH:23].[I:3][c:4]1[n:5][c:6]([CH:10]2[CH2:11][CH2:12][N:13]([C:16](=[O:17])[O:18][C:19]([CH3:20])([CH3:21])[CH3:22])[CH2:14][CH2:15]2)[nH:7][c:8]1[I:9].[K+:2].[OH-:1].[OH2:44].[P:32](=[O:33])([OH:34])([OH:35])[OH:36]>>[I:3][c:4]1[n:5][c:6]([CH:10]2[CH2:11][CH2:12][N:13]([C:16](=[O:17])[O:18][C:19]([CH3:20])([CH3:21])[CH3:22])[CH2:14][CH2:15]2)[n:7]([CH2:25][CH2:26][N:27]2[CH2:28][CH2:29][CH2:30][CH2:31]2)[c:8]1[I:9]. Starting materials: Example 1 ( 4 ), C1(CCCCC1)C(C1=C(OC(=C1)C1=CC=C(C=C1)OC(F)(F)F)C)NC1=CC=C(C(=O)O)C=C1 (4-[(cyclohexyl{2-methyl-5-[4-(trifluoromethoxy)phenyl]-3-furyl}methyl)amino]benzoic acid), CNCCC(=O)OCC (ethyl 3-(methylamino)propanoate). The product is C1(CCCCC1)C(C1=C(OC(=C1)C1=CC=C(C=C1)OC(F)(F)F)C)NC1=CC=C(C(=O)N(CCC(=O)O)C)C=C1 (3-[{4-[(cyclohexyl{2-methyl-5-[4-(trifluoromethoxy)phenyl]-3-furyl}methyl)amino]benzoyl}(methyl)amino]propanoic acid). Isolated yield 95.7%. Reaction SMILES: [CH:1]1([CH:7]([NH:25][C:26]2[CH:34]=[CH:33][C:29]([C:30](O)=[O:31])=[CH:28][CH:27]=2)[C:8]2[CH:12]=[C:11]([C:13]3[CH:18]=[CH:17][C:16]([O:19][C:20]([F:23])([F:22])[F:21])=[CH:15][CH:14]=3)[O:10][C:9]=2[CH3:24])[CH2:6][CH2:5][CH2:4][CH2:3][CH2:2]1.[CH3:35][NH:36][CH2:37][CH2:38][C:39]([O:41]CC)=[O:40]>>[CH:1]1([CH:7]([NH:25][C:26]2[CH:27]=[CH:28][C:29]([C:30]([N:36]([CH3:35])[CH2:37][CH2:38][C:39]([OH:41])=[O:40])=[O:31])=[CH:33][CH:34]=2)[C:8]2[CH:12]=[C:11]([C:13]3[CH:18]=[CH:17][C:16]([O:19][C:20]([F:22])([F:23])[F:21])=[CH:15][CH:14]=3)[O:10][C:9]=2[CH3:24])[CH2:2][CH2:3][CH2:4][CH2:5][CH2:6]1. Procedure details: An operation similar to that in Example 1 (4) was performed using 4-[(cyclohexyl{2-methyl-5-[4-(trifluoromethoxy)phenyl]-3-furyl}methyl)amino]benzoic acid (355 mg) as well as ethyl 3-(methylamino)propanoate (118 mg) to give the title compound (401 mg, 96%) as an amorphous compound.